From a dataset of the Open Reaction Database (ORD), a public repository of structured organic reaction records. describe an organic reaction: reactants, conditions, products, and yield Starting materials: CCI, CCOCC, COc1cc(F)c(I)cc1O, [K+], [K+], O=C([O-])[O-], CN(C)C=O. Product: CCOc1cc(I)c(F)cc1OC. RXN SMILES: [CH2:12]([CH3:13])[I:14].[CH3:26][CH2:27][O:28][CH2:29][CH3:30].[F:1][c:2]1[cH:3][c:4]([O:10][CH3:11])[c:5]([OH:9])[cH:6][c:7]1[I:8].[K+:15].[K+:16].[O-:17][C:18]([O-:19])=[O:20].[O:21]=[CH:22][N:23]([CH3:24])[CH3:25]>>[F:1][c:2]1[cH:3][c:4]([O:10][CH3:11])[c:5]([O:9][CH2:12][CH3:13])[cH:6][c:7]1[I:8]. Product: Cc1cccc2c1CC(CC=O)C2=O. Reaction SMILES: [CH2:4]([CH:5]=[CH:6][CH3:7])[CH:8]1[C:9](=[O:18])[c:10]2[cH:11][cH:12][cH:13][c:14]([CH3:17])[c:15]2[CH2:16]1.[CH3:22][OH:23].[Cl:19][CH2:20][Cl:21].[O-:1][O+:2]=[O:3]>>[O:1]=[CH:5][CH2:4][CH:8]1[C:9](=[O:18])[c:10]2[cH:11][cH:12][cH:13][c:14]([CH3:17])[c:15]2[CH2:16]1. Reactants: CC=CCC1Cc2c(C)cccc2C1=O, CO, ClCCl, O=[O+][O-]. The reactants are [Al+3], N#Cc1ccc(C(=O)Cl)cc1, CCc1c[nH]c(=O)[nH]1, [Cl-], [Cl-], [Cl-], O=[N+]([O-])c1ccccc1. Yields the product CCc1[nH]c(=O)[nH]c1C(=O)c1ccc(C#N)cc1. RXN SMILES: [Al+3:10].[C:13](#[N:14])[c:15]1[cH:16][cH:17][c:18]([C:19](=[O:20])[Cl:21])[cH:22][cH:23]1.[CH2:1]([CH3:2])[c:3]1[nH:4][c:5](=[O:8])[nH:6][cH:7]1.[Cl-:11].[Cl-:12].[Cl-:9].[O-:24][N+:25]([c:26]1[cH:27][cH:28][cH:29][cH:30][cH:31]1)=[O:32]>>[CH2:1]([CH3:2])[c:3]1[nH:4][c:5](=[O:8])[nH:6][c:7]1[C:19]([c:18]1[cH:17][cH:16][c:15]([C:13]#[N:14])[cH:23][cH:22]1)=[O:20]. The reactants are C(C)(C)(C)NC(=S)N (tert-butyl thiourea), ClC(C(C(=O)OC)=O)C1=C(C=CC=C1)Cl (methyl 3-chloro-3-(o-chlorophenyl)pyruvate). Solvent: CO (methanol). Product: CC(C)(C)NC=1SC(=C(N1)C(=O)OC)C1=C(C=CC=C1)Cl (Methyl 2-[(1,1-dimethylethyl)amino]-5-(2-chlorophenyl)-4-thiazolecarboxylate). Yield: 94.2%. Reaction SMILES: [C:1]([NH:5][C:6]([NH2:8])=[S:7])([CH3:4])([CH3:3])[CH3:2].Cl[CH:10]([C:17]1[CH:22]=[CH:21][CH:20]=[CH:19][C:18]=1[Cl:23])[C:11](=O)[C:12]([O:14][CH3:15])=[O:13]>CO>[CH3:2][C:1]([NH:5][C:6]1[S:7][C:10]([C:17]2[CH:22]=[CH:21][CH:20]=[CH:19][C:18]=2[Cl:23])=[C:11]([C:12]([O:14][CH3:15])=[O:13])[N:8]=1)([CH3:4])[CH3:3]. Procedure details: A reaction vessel was charged with 50 ml methanol and 4 g (30 mmol) of tert-butyl thiourea. With this mixture stirred and cooled in an ice bath, there was added over a 5-minute period 7.41 g of (30 mmol) methyl 3-chloro-3-(o-chlorophenyl)pyruvate. The reaction mixture was refluxed for 16 hours. The mixture was cooled to ambient temperature and concentrated under reduced pressure to yield 9.18 g of a yellow solid which became a hard, glass-like material. This material was recrystallized from an a... Starting materials: COC(=O)c1ccc(COS(C)(=O)=O)cc1NC(C)=O, CC#N, CCOC(C)=O, [F-], [K+], C1COCCOCCOCCOCCOCCO1. Product: COC(=O)c1ccc(CF)cc1NC(C)=O. RXN SMILES: [CH3:1][O:2][C:3]([c:4]1[c:5]([NH:16][C:17]([CH3:18])=[O:19])[cH:6][c:7]([CH2:10][O:11][S:12]([CH3:13])(=[O:14])=[O:15])[cH:8][cH:9]1)=[O:20].[CH3:41][C:42]#[N:43].[CH3:44][CH2:45][O:46][C:47]([CH3:48])=[O:49].[F-:21].[K+:22].[O:23]1[CH2:24][CH2:25][O:26][CH2:27][CH2:28][O:29][CH2:30][CH2:31][O:32][CH2:33][CH2:34][O:35][CH2:36][CH2:37][O:38][CH2:39][CH2:40]1>>[CH3:1][O:2][C:3]([c:4]1[c:5]([NH:16][C:17]([CH3:18])=[O:19])[cH:6][c:7]([CH2:10][F:21])[cH:8][cH:9]1)=[O:20]. Reactants: N1(CCNCC1)C1=CC=C(C=C1)NC(=O)C=1C(=CC=CC1)C1=CC=C(C=C1)C(F)(F)F (N-[4-(1-piperazinyl)phenyl]-4′-(trifluoromethyl)-[1,1′-biphenyl]-2-carboxamide), C(=O)([O-])[O-].[Na+].[Na+] (Na2CO3), BrC(C(=O)OC)C1=CC=CC=C1 (Methyl α-bromo-α-phenylacetate). Solvent: CN(C)C=O (DMF). Product: C1(=CC=CC=C1)C(C(=O)OC)N1CCN(CC1)C1=CC=C(C=C1)NC(=O)C1=C(C=CC=C1)C1=CC=C(C=C1)C(F)(F)F (methyl α-phenyl-4-[4-[[[4′-(trifluoromethyl)[1,1′-biphenyl]-2-yl]carbonyl]amino]phenyl]-1-piperazineacetate). Yield: 86.4%. Reaction SMILES: [N:1]1([C:7]2[CH:12]=[CH:11][C:10]([NH:13][C:14]([C:16]3[C:17]([C:22]4[CH:27]=[CH:26][C:25]([C:28]([F:31])([F:30])[F:29])=[CH:24][CH:23]=4)=[CH:18][CH:19]=[CH:20][CH:21]=3)=[O:15])=[CH:9][CH:8]=2)[CH2:6][CH2:5][NH:4][CH2:3][CH2:2]1.C([O-])([O-])=O.[Na+].[Na+].Br[CH:39]([C:44]1[CH:49]=[CH:48][CH:47]=[CH:46][CH:45]=1)[C:40]([O:42][CH3:43])=[O:41]>CN(C=O)C>[C:44]1([CH:39]([N:4]2[CH2:5][CH2:6][N:1]([C:7]3[CH:8]=[CH:9][C:10]([NH:13][C:14]([C:16]4[CH:21]=[CH:20][CH:19]=[CH:18][C:17]=4[C:22]4[CH:27]=[CH:26][C:25]([C:28]([F:29])([F:31])[F:30])=[CH:24][CH:23]=4)=[O:15])=[CH:11][CH:12]=3)[CH2:2][CH2:3]2)[C:40]([O:42][CH3:43])=[O:41])[CH:49]=[CH:48][CH:47]=[CH:46][CH:45]=1 |f:1.2.3|. Procedure details: A mixture of intermediate (6) (0.023 mole) and Na2CO3 (0.023 mole) in DMF (150 ml) was stirred. Methyl α-bromo-α-phenylacetate (0.023 mole) was added dropwise. The mixture was stirred overnight. The solvent was evaporated. The residue was dissolved in DCM. The organic layer was separated, washed, dried, filtered and the solvent was evaporated. The residue was triturated in DIPE. The precipitate was filtered off and dried, yielding 11.4 g of methyl α-phenyl-4-[4-[[[4′-(trifluoromethyl)[1,1′-biphe... The reactants are NCC1CC(CO1)SC1=C(N2C(C(C2C1C)C(C)O)=O)C(=O)O (3-[[5-(Aminomethyl)tetrahydro-3-furanyl]thio]-6-(1-hydroxyethyl)-4-methyl-7-oxo-1-azabicyclo[3.2.0]hept-2-ene-2-carboxylic acid). The solvent is P(=O)([O-])([O-])[O-].[Na+].[Na+].[Na+] (sodium phosphate), CN1C(OC(C1)=O)=O (3-methyl-2,5-oxazolidinedione), O1CCOCC1 (dioxane). The product is OC(C)C1C2C(C(=C(N2C1=O)C(=O)O)SC1COC(C1)CNC(CNC)=O)C (6-(1-Hydroxyethyl)-4-methyl-7-oxo-3-[[tetrahydro-5-[[[(methylamino)acetyl]amino]methyl]-3-furanyl]thio]-1-azabicyclo[3.2.0]hept-2-ene-2-carboxylic acid). Isolated yield 87.7%. RXN SMILES: [NH2:1][CH2:2][CH:3]1[O:7][CH2:6][CH:5]([S:8][C:9]2[CH:15]([CH3:16])[CH:14]3[N:11]([C:12](=[O:20])[CH:13]3[CH:17]([OH:19])[CH3:18])[C:10]=2[C:21]([OH:23])=[O:22])[CH2:4]1>P([O-])([O-])([O-])=O.[Na+].[Na+].[Na+].CN1CC(=O)OC1=O.O1CCOCC1>[OH:19][CH:17]([CH:13]1[C:12](=[O:20])[N:11]2[CH:14]1[CH:15]([CH3:16])[C:9]([S:8][CH:5]1[CH2:4][CH:3]([CH2:2][NH:1][C:21](=[O:22])[CH2:10][NH:11][CH3:12])[O:7][CH2:6]1)=[C:10]2[C:21]([OH:23])=[O:22])[CH3:18] |f:1.2.3.4|. Procedure details: The title compound is prepared by the procedure of Example 47 using 0.068 g of product from Example 46 in 2.0 ml of sodium phosphate buffer (pH 8.5) and 0.029 g of 3-methyl-2,5-oxazolidinedione, prepared by the procedure described in J. Org. Chem., 34, No. 1, 243(1969), in 1 ml of dioxane to give 0.036 g of the desired product.